Task: describe an organic reaction: reactants, conditions, products, and yield. Dataset: the Open Reaction Database (ORD), a public repository of structured organic reaction records Starting materials: CC(=O)OC(C)=O, CCOC(C)=O, ON=Cc1cc(-c2cccc(Cl)c2Cl)c[nH]1, ON=Cc1c[nH]cc1-c1cccc(Cl)c1Cl. Yields the product N#Cc1c[nH]cc1-c1cccc(Cl)c1Cl. Reaction SMILES: [CH3:33][C:34]([O:35][C:36](=[O:37])[CH3:38])=[O:39].[CH3:40][CH2:41][O:42][C:43](=[O:44])[CH3:45].[OH:17][N:18]=[CH:19][c:20]1[nH:21][cH:22][c:23](-[c:24]2[cH:25][cH:26][cH:27][c:28]([Cl:29])[c:30]2[Cl:31])[cH:32]1.[OH:1][N:2]=[CH:3][c:4]1[cH:5][nH:6][cH:7][c:8]1-[c:9]1[c:10]([Cl:16])[c:11]([Cl:15])[cH:12][cH:13][cH:14]1>>[N:2]#[C:3][c:4]1[cH:5][nH:6][cH:7][c:8]1-[c:9]1[c:10]([Cl:16])[c:11]([Cl:15])[cH:12][cH:13][cH:14]1. Starting materials: C(C)(C)N(CC)C(C)C (diisopropylethylamine), FC1=C(C=CC(=C1)[N+](=O)[O-])O (2-fluoro-4-nitrophenol), ClC1=CC=NC2=CC(=C(C=C12)C(=O)OC(C)(C)C)OC (tert-Butyl 4-chloro-7-methoxyquinoline-6-carboxylate). The solvent is CN1C(CCC1)=O (N-methylpyrrolidin-2-one). Run at temperature 140 celsius, time 4 hour. Product: FC1=C(OC2=CC=NC3=CC(=C(C=C23)C(=O)OC(C)(C)C)OC)C=CC(=C1)[N+](=O)[O-] (tert-Butyl 4-(2-fluoro-4-nitrophenoxy)-7-methoxyquinoline-6-carboxylate). Isolated yield 92.7%. RXN SMILES: Cl[C:2]1[C:11]2[C:6](=[CH:7][C:8]([O:19][CH3:20])=[C:9]([C:12]([O:14][C:15]([CH3:18])([CH3:17])[CH3:16])=[O:13])[CH:10]=2)[N:5]=[CH:4][CH:3]=1.C(N(C(C)C)CC)(C)C.[F:30][C:31]1[CH:36]=[C:35]([N+:37]([O-:39])=[O:38])[CH:34]=[CH:33][C:32]=1[OH:40]>CN1CCCC1=O>[F:30][C:31]1[CH:36]=[C:35]([N+:37]([O-:39])=[O:38])[CH:34]=[CH:33][C:32]=1[O:40][C:2]1[C:11]2[C:6](=[CH:7][C:8]([O:19][CH3:20])=[C:9]([C:12]([O:14][C:15]([CH3:18])([CH3:17])[CH3:16])=[O:13])[CH:10]=2)[N:5]=[CH:4][CH:3]=1. Procedure: Compound 1a (3.60 g) was dissolved in N-methylpyrrolidin-2-one (14 mL), and diisopropylethylamine (6.55 mL) and 2-fluoro-4-nitrophenol (2.89 g) were added to the solution. The mixture was heated to 140° C. and stirred for 4 hours. To the reaction mixture, distilled water was added on an ice bath, and the precipitate was filtrated, to thereby yield compound 1b (4.71 g, yield: 93%). The solvent is O (water). Reaction SMILES: [CH3:1][O:2][CH2:3][CH2:4][CH2:5][CH2:6][CH2:7][CH2:8][O:9][C:10]1[CH:19]=[CH:18][C:13]([C:14](OC)=[O:15])=[CH:12][CH:11]=1.O1CCCC1CO.O.[NH2:28][NH2:29]>O>[CH3:1][O:2][CH2:3][CH2:4][CH2:5][CH2:6][CH2:7][CH2:8][O:9][C:10]1[CH:19]=[CH:18][C:13]([C:14]([NH:28][NH2:29])=[O:15])=[CH:12][CH:11]=1 |f:2.3|. Reported procedure: A solution of methyl 4-(6-methoxy-n-hexyloxy)benzoate (17.05 g) in 1:1 tetrahydrofuran-methanol (300 ml) was treated with hydrazine monohydrate (66 ml) and refluxed for 15 hours then cooled to room temperature. The reaction mixture was poured into water and the resulting precipitate collected by filtration, washed thoroughly with water then dried under hi-vacuum at 50° C. to give 4-(6-methoxy-n-hexyloxy)benzohydrazide (15.63 g) as a white solid. The reactants are COCCCCCCOC1=CC=C(C(=O)OC)C=C1 (methyl 4-(6-methoxy-n-hexyloxy)benzoate), O1C(CCC1)CO (tetrahydrofuran-methanol), O.NN (hydrazine monohydrate). Yields the product COCCCCCCOC1=CC=C(C(=O)NN)C=C1 (4-(6-methoxy-n-hexyloxy)benzohydrazide). Reactants: O=C([O-])[O-], CCO, [K+], [K+], O=[N+]([O-])c1ncc[nH]1, O=C1c2ccccc2C(=O)N1CC1CO1, O. Yields the product O=C1c2ccccc2C(=O)N1CC(O)Cn1ccnc1[N+](=O)[O-]. As a reaction SMILES: [C:24](=[O:25])([O-:26])[O-:27].[CH3:31][CH2:32][OH:33].[K+:28].[K+:29].[N+:16](=[O:17])([O-:18])[c:19]1[nH:20][cH:21][cH:22][n:23]1.[O:1]1[CH:2]([CH2:3][N:4]2[C:5](=[O:14])[c:6]3[c:7]([cH:10][cH:11][cH:12][cH:13]3)[C:8]2=[O:9])[CH2:15]1.[OH2:30]>>[OH:1][CH:2]([CH2:3][N:4]1[C:5](=[O:14])[c:6]2[c:7]([cH:10][cH:11][cH:12][cH:13]2)[C:8]1=[O:9])[CH2:15][n:20]1[c:19]([N+:16](=[O:17])[O-:18])[n:23][cH:22][cH:21]1. Reactants: CCCCCN, O=C=NCCCl, O=CC(O)C(O)C(O)C(O)CO. Yields the product CCCCCN(C(=O)NCCCl)C1OC(CO)C(O)C(O)C1O. As a reaction SMILES: [CH2:13]([CH2:14][CH2:15][CH2:16][CH3:17])[NH2:18].[Cl:19][CH2:20][CH2:21][N:22]=[C:23]=[O:24].[O:1]=[CH:2][CH:3]([OH:4])[CH:5]([OH:6])[CH:7]([OH:8])[CH:9]([OH:10])[CH2:11][OH:12]>>[CH:2]1([N:18]([CH2:13][CH2:14][CH2:15][CH2:16][CH3:17])[C:23]([NH:22][CH2:21][CH2:20][Cl:19])=[O:24])[CH:3]([OH:4])[CH:5]([OH:6])[CH:7]([OH:8])[CH:9]([CH2:11][OH:12])[O:10]1. The reactants are C(C=C)C=1C=CC2=C(C3=C(CC(N2)=O)C2=CC(=CC=C2N3)C(F)(F)F)C1 (2-(2-propenyl)-9-trifluoromethyl-7,12-dihydroindolo[3,2-d][1]benzazepin-6(5H)-one), O (water). The reagents and catalysts are Cl[Pd]Cl (PdCl2). Solvent: CN(C)C=O (DMF). Conditions: time 8 hour. Product: O=C(CC=1C=CC2=C(C3=C(CC(N2)=O)C2=CC(=CC=C2N3)C(F)(F)F)C1)C (2-(2-oxopropyl)-9-trifluoromethyl-7,12-dihydroindolo[3,2-d][1]benzazepin-6(5H)-one). Isolated yield 69.0%. Reaction SMILES: [CH2:1]([C:4]1[CH:5]=[CH:6][C:7]2[NH:13][C:12](=[O:14])[CH2:11][C:10]3[C:15]4[C:20]([NH:21][C:9]=3[C:8]=2[CH:26]=1)=[CH:19][CH:18]=[C:17]([C:22]([F:25])([F:24])[F:23])[CH:16]=4)[CH:2]=[CH2:3].[OH2:27]>CN(C=O)C.Cl[Pd]Cl>[O:27]=[C:2]([CH3:3])[CH2:1][C:4]1[CH:5]=[CH:6][C:7]2[NH:13][C:12](=[O:14])[CH2:11][C:10]3[C:15]4[C:20]([NH:21][C:9]=3[C:8]=2[CH:26]=1)=[CH:19][CH:18]=[C:17]([C:22]([F:25])([F:23])[F:24])[CH:16]=4. Procedure: To a solution of 2-(2-propenyl)-9-trifluoromethyl-7,12-dihydroindolo[3,2-d][1]benzazepin-6(5H)-one (108 mg, 0.3 mmol) in DMF (6 ml) and H20 (1 ml) was added PdCl2 (6 mg, 0.03 mmol) and CuC12 (48 mg, 0.36 mmol). After stirring the mixture overnight at room temperature it was poured into 30 ml of water and extracted with ethyl acetate (50 ml X 3). The organic layers were combined, washed with water (10 ml×3) and dried over NaSO4. Evaporation of the solution yielded a residue, which was purified by... Reactants: C(C)(C)(C)OC(=O)N(CCCCCCCCCCCCCCCC)C=1C=C(SC1)C(=O)N1C=NC=C1 (1-{4-[N-(tert-butyloxycarbonyl)-N-(hexadecyl)amino]-2-thiophenecarbonyl}imidazole), [OH-].[Na+] (sodium hydroxide), NCC(CO)O (3-amino-1,2-propanediol). Run in C(Cl)(Cl)Cl (chloroform). Reaction conditions: temperature 40 celsius, time 24 hour. Yields the product OC(CNC(=O)C=1SC=C(C1)NCCCCCCCCCCCCCCCC)CO (N-(2,3-dihydroxypropyl)-4-hexadecylamino-2-thiophenecarboxamide). As a reaction SMILES: C(OC([N:8]([C:25]1[CH:26]=[C:27]([C:30](N2C=CN=C2)=[O:31])[S:28][CH:29]=1)[CH2:9][CH2:10][CH2:11][CH2:12][CH2:13][CH2:14][CH2:15][CH2:16][CH2:17][CH2:18][CH2:19][CH2:20][CH2:21][CH2:22][CH2:23][CH3:24])=O)(C)(C)C.[OH-].[Na+].[NH2:39][CH2:40][CH:41]([OH:44])[CH2:42][OH:43]>C(Cl)(Cl)Cl>[OH:44][CH:41]([CH2:42][OH:43])[CH2:40][NH:39][C:30]([C:27]1[S:28][CH:29]=[C:25]([NH:8][CH2:9][CH2:10][CH2:11][CH2:12][CH2:13][CH2:14][CH2:15][CH2:16][CH2:17][CH2:18][CH2:19][CH2:20][CH2:21][CH2:22][CH2:23][CH3:24])[CH:26]=1)=[O:31] |f:1.2|. Reported procedure: To a mixture containing 4.1 g. of 1-{4-[N-(tert-butyloxycarbonyl)-N-(hexadecyl)amino]-2-thiophenecarbonyl}imidazole, 50 ml. of chloroform, and 50 ml. of 5 N sodium hydroxide is added 1.1 g. of 3-amino-1,2-propanediol. The solution is vigorously stirred for 24 hours, the layers are separated, and the chloroform solution is washed once with 50 ml. of 1 N sodium hydroxide. The solvent is evaporated and the residue is heated for 30 minutes at 40° C. in 50 ml. of anhydrous trifluoroacetic acid. The s... The reactants are ClC1=CC=C(C=C1)C1C(=O)OC(C1)CN1N=CN=C1 ((4-chlorophenyl)-γ-(1,2,4-triazol-1-yl)methyl-γ-butyrolactone), methyl ester, ClC1=CC=C(C=O)C=C1 (4-chlorobenzaldehyde), C(C=C)(=O)OCC (ethyl acrylate), [C-]#N.[Na+] (sodium cyanide). The solvent is CN(C=O)C (dimethylformamide). Yields the product ClC1=CC=C(C(=O)CCC(=O)OCC)C=C1 (Ethyl 3-(4-chlorobenzoyl)propanoate). Yield: 83.0%. Reaction SMILES: ClC1C=C[C:5]([CH:8]2[CH2:13][CH:12](CN3C=NC=N3)[O:11][C:9]2=[O:10])=CC=1.[Cl:20][C:21]1[CH:28]=[CH:27][C:24]([CH:25]=[O:26])=[CH:23][CH:22]=1.C(OCC)(=O)C=C.[C-]#N.[Na+]>CN(C)C=O>[Cl:20][C:21]1[CH:28]=[CH:27][C:24]([C:25]([CH2:5][CH2:8][C:9]([O:11][CH2:12][CH3:13])=[O:10])=[O:26])=[CH:23][CH:22]=1 |f:3.4|. Procedure: This Example illustrates the preparation of -(4-chlorophenyl)-γ-(1,2,4-triazol-1-yl)methyl-γ-butyrolactone (A). ##STR45## Ethyl 3-(4-chlorobenzoyl)propanoate (25.0 g, 83%) was prepared from 4-chlorobenzaldehyde (23.4 g), ethyl acrylate (12.5 g) and sodium cyanide (4.0 g) in dimethylformamide (DMF: 300 ml) by the method described for the preparation of the corresponding methyl ester in Example 1.